From a dataset of the Open Reaction Database (ORD), a public repository of structured organic reaction records. describe an organic reaction: reactants, conditions, products, and yield Reactants: C(CCC)OCCO (2-butoxyethanol), [H-].[Na+] (sodium hydride), alcoholate, BrCCCCCC(=O)O (6-bromohexanoic acid). Product: C(CCCCCOCCOCCCC)(=O)O (7,10-dioxatetradecanoic acid). RXN SMILES: [CH2:1]([O:5][CH2:6][CH2:7][OH:8])[CH2:2][CH2:3][CH3:4].[H-].[Na+].Br[CH2:12][CH2:13][CH2:14][CH2:15][CH2:16][C:17]([OH:19])=[O:18]>>[C:17]([OH:19])(=[O:18])[CH2:16][CH2:15][CH2:14][CH2:13][CH2:12][O:8][CH2:7][CH2:6][O:5][CH2:1][CH2:2][CH2:3][CH3:4] |f:1.2|. Reported procedure: Illustratively, 2-butoxyethanol can be reacted with sodium hydride and the resulting alcoholate reacted with 6-bromohexanoic acid to give 7,10-dioxatetradecanoic acid. So also, 2-ethoxyethanol can be reacted with sodium hydride and the resulting alcoholate reacted with 8-bromooctanoic acid to provide 9,12-dioxatetradecanoic acid. The reactants are S(=O)(Cl)Cl (thionyl chloride), BrC=1C=C(C=CC1Br)C[C@H](C(=O)O)O ((R)-3-(3,4-dibromo-phenyl)-2-hydroxy-propionic acid), CCO (EtOH). Run at temperature 0 celsius, time 1 hour. The product is BrC=1C=C(C=CC1Br)C[C@H](C(=O)OCC)O (ethyl (R)-3-(3,4-dibromo-phenyl)-2-hydroxy-propionate). As a reaction SMILES: S(Cl)(Cl)=O.[Br:5][C:6]1[CH:7]=[C:8]([CH2:13][C@@H:14]([OH:18])[C:15]([OH:17])=[O:16])[CH:9]=[CH:10][C:11]=1[Br:12].[CH3:19][CH2:20]O>>[Br:5][C:6]1[CH:7]=[C:8]([CH2:13][C@@H:14]([OH:18])[C:15]([O:17][CH2:19][CH3:20])=[O:16])[CH:9]=[CH:10][C:11]=1[Br:12]. Procedure details: 0.8 mL (10.9 mmol) thionyl chloride were added dropwise to a solution of 3.2 g (9.9 mmol) of (R)-3-(3,4-dibromo-phenyl)-2-hydroxy-propionic acid in 40 mL dry EtOH cooled to 0° C. and the reaction mixture was stirred for 1 h at RT. The reaction solution was evaporated down i.vac. the residue combined with 30 mL DCM and filtered to remove the insoluble precipitate. After the solvent had been eliminated the product was obtained as a viscous oil, which was further reacted without purification. Starting materials: Cl (hydrochloric acid), C1CCOC1 (THF), COC1=CC(=CC=2COC(OC21)(C)C)N2C(CCC2)=O (1-(8-methoxy-2,2-dimethyl-4H-benzo[1,3]dioxin-6-yl)pyrrolidin-2-one). Run in O (Water). Reaction conditions: time 17 hour. Yields the product OC1=C(C=C(C=C1OC)N1C(CCC1)=O)CO (1-(4-hydroxy-3-hydroxymethyl-5-methoxyphenyl)pyrrolidin-2-one). Yield: 100.5%. As a reaction SMILES: Cl.C1COCC1.[CH3:7][O:8][C:9]1[C:18]2[O:17]C(C)(C)[O:15][CH2:14][C:13]=2[CH:12]=[C:11]([N:21]2[CH2:25][CH2:24][CH2:23][C:22]2=[O:26])[CH:10]=1>O>[OH:17][C:18]1[C:9]([O:8][CH3:7])=[CH:10][C:11]([N:21]2[CH2:25][CH2:24][CH2:23][C:22]2=[O:26])=[CH:12][C:13]=1[CH2:14][OH:15]. Procedure: 10% hydrochloric acid (4 ml) was added to a THF solution (7 ml) of 1-(8-methoxy-2,2-dimethyl-4H-benzo[1,3]dioxin-6-yl)pyrrolidin-2-one (0.36 g, 1.3 mmol) and the mixture was stirred at room temperature for 17 hours. Water was added to the reaction solution, which was then extracted with dichloromethane. The extracted material was dried over magnesium sulfate, concentrated under reduced pressure and purified by silica gel column chromatography (dichloromethane:methanol:=300:1→30:1). The purified ... The reactants are C(C)(C)(C)OC(=O)N1CCC(CC1)(C(NC1(CC1)C1=NC=CC=C1)=O)NC(=O)C1=CN=C2N1[C@](C(N2C2=CC(=CC(=C2)Cl)Cl)=O)(C)CC2=CC=C(C=C2)C#N (4-{[(R)-5-(4-cyanobenzyl)-7-(3,5-dichlorophenyl)-5-methyl-6-oxo-6,7-dihydro-5H-imidazo[1,2-a]imidazole-3-carbonyl]-amino}-4-(1-pyridin-2-yl-cyclopropyl-carbamoyl)-piperidine-1-carboxylic acid tert-butyl ester), C(=O)(C(F)(F)F)O (TFA). The solvent is C(Cl)Cl (CH2Cl2). Run at time 1 hour. Yields the product N1=C(C=CC=C1)C1(CC1)NC(=O)C1(CCNCC1)NC(=O)C1=CN=C2N1[C@](C(N2C2=CC(=CC(=C2)Cl)Cl)=O)(C)CC2=CC=C(C=C2)C#N ((R)-5-(4-cyanobenzyl)-7-(3,5-dichlorophenyl)-5-methyl-6-oxo-6,7-dihydro-5H-imidazo[1,2-a]imidazole-3-carboxylic acid [4-(1-pyridin-2-yl-cyclopropylcarbamoyl)-piperidin-4-yl]-amide). Isolated yield 97.5%. Reaction SMILES: C(OC([N:8]1[CH2:13][CH2:12][C:11]([NH:26][C:27]([C:29]2[N:33]3[C@@:34]([CH2:47][C:48]4[CH:53]=[CH:52][C:51]([C:54]#[N:55])=[CH:50][CH:49]=4)([CH3:46])[C:35](=[O:45])[N:36]([C:37]4[CH:42]=[C:41]([Cl:43])[CH:40]=[C:39]([Cl:44])[CH:38]=4)[C:32]3=[N:31][CH:30]=2)=[O:28])([C:14](=[O:25])[NH:15][C:16]2([C:19]3[CH:24]=[CH:23][CH:22]=[CH:21][N:20]=3)[CH2:18][CH2:17]2)[CH2:10][CH2:9]1)=O)(C)(C)C.C(O)(C(F)(F)F)=O>C(Cl)Cl>[N:20]1[CH:21]=[CH:22][CH:23]=[CH:24][C:19]=1[C:16]1([NH:15][C:14]([C:11]2([NH:26][C:27]([C:29]3[N:33]4[C@@:34]([CH2:47][C:48]5[CH:53]=[CH:52][C:51]([C:54]#[N:55])=[CH:50][CH:49]=5)([CH3:46])[C:35](=[O:45])[N:36]([C:37]5[CH:42]=[C:41]([Cl:43])[CH:40]=[C:39]([Cl:44])[CH:38]=5)[C:32]4=[N:31][CH:30]=3)=[O:28])[CH2:12][CH2:13][NH:8][CH2:9][CH2:10]2)=[O:25])[CH2:18][CH2:17]1. Procedure details: To a solution of 4-{[(R)-5-(4-cyanobenzyl)-7-(3,5-dichlorophenyl)-5-methyl-6-oxo-6,7-dihydro-5H-imidazo[1,2-a]imidazole-3-carbonyl]-amino}-4-(1-pyridin-2-yl-cyclopropyl-carbamoyl)-piperidine-1-carboxylic acid tert-butyl ester (140 mg, 0.18 mmol) in CH2Cl2 (0.5 mL) was added TFA (0.5 mL) and stirred at room temperature for 1 h. The solvent was removed in vacuo to afford (R)-5-(4-cyanobenzyl)-7-(3,5-dichlorophenyl)-5-methyl-6-oxo-6,7-dihydro-5H-imidazo[1,2-a]imidazole-3-carboxylic acid [4-(1-pyrid... The reactants are S(O)(O)(=O)=O.[N+](=O)(O)[O-] (sulphuric acid nitric acid), C1(C2(CCC3=CC=CC=C13)CCCC2)=O (3'4'-dihydro-spiro[cyclopentane-1,2'(1'H)-naphthalen]-1'-one), ice. Run in S(O)(O)(=O)=O (sulphuric acid). Conditions: time 2 hour. Product: [N+](=O)([O-])C1=CC=C2CCC3(C(C2=C1)=O)CCCC3 (7'-nitro-3'4'-dihydro-spiro[cyclopentane-1,2'(1'H)-naphthalen]-1'-one). As a reaction SMILES: S(=O)(=O)(O)O.[N+:6]([O-:9])(O)=[O:7].[C:10]1(=[O:24])[C:19]2[C:14](=[CH:15][CH:16]=[CH:17][CH:18]=2)[CH2:13][CH2:12][C:11]21[CH2:23][CH2:22][CH2:21][CH2:20]2>S(=O)(=O)(O)O>[N+:6]([C:17]1[CH:18]=[C:19]2[C:14]([CH2:13][CH2:12][C:11]3([CH2:23][CH2:22][CH2:21][CH2:20]3)[C:10]2=[O:24])=[CH:15][CH:16]=1)([O-:9])=[O:7] |f:0.1|. Reported procedure: 41.1.14 ml of a sulphuric acid/nitric acid 65% 1:1 mixture was slowly added dropwise to a solution of 20 g of 3'4'-dihydro-spiro[cyclopentane-1,2'(1'H)-naphthalen]-1'-one in 60 ml of sulphuric acid. After stirring for 2 hrs. at RT the mixture was poured on to 200 g of ice, extracted with ether, washed with a saturated aqueous NaHCO3 solution and with water, dried on Na2SO4, filtered, concentrated and chromatographed over silica gel with cyclohexane/ethyl acetate 9:1. Yield: 12.7 g (52%). A sampl... Reactants: C1CCOC1, CNC1CCN(CCCCOc2ccc(F)c(F)c2)CC1, Fc1ccc(N=C=S)cc1. Yields the product CN(C(=S)Nc1ccc(F)cc1)C1CCN(CCCCOc2ccc(F)c(F)c2)CC1. Reaction SMILES: [CH2:32]1[O:33][CH2:34][CH2:35][CH2:36]1.[F:1][c:2]1[cH:3][c:4]([O:5][CH2:6][CH2:7][CH2:8][CH2:9][N:10]2[CH2:11][CH2:12][CH:13]([NH:16][CH3:17])[CH2:14][CH2:15]2)[cH:18][cH:19][c:20]1[F:21].[F:22][c:23]1[cH:24][cH:25][c:26]([N:29]=[C:30]=[S:31])[cH:27][cH:28]1>>[F:1][c:2]1[cH:3][c:4]([O:5][CH2:6][CH2:7][CH2:8][CH2:9][N:10]2[CH2:11][CH2:12][CH:13]([N:16]([CH3:17])[C:30]([NH:29][c:26]3[cH:25][cH:24][c:23]([F:22])[cH:28][cH:27]3)=[S:31])[CH2:14][CH2:15]2)[cH:18][cH:19][c:20]1[F:21].